Dataset: the Open Reaction Database (ORD), a public repository of structured organic reaction records. Task: describe an organic reaction: reactants, conditions, products, and yield The reactants are O (water), CC1=C(C=C(C=C1)O)SCCC (4-Methyl-3-(n-propylthio)phenol), [OH-].[K+] (potassium hydroxide), BrC=1C=C(C=CC1)C(F)(F)F (3-Bromotrifluoromethylbenzene), Cu. Run in CN(C(C)=O)C (N,N-dimethylacetamide). Conditions: time 14 hour. Yields the product FC(C=1C=C(C=CC1)OC1=CC(=C(C=C1)C)SCCC)(F)F (4-methyl-3-n-propylthiophenyl 3-tri fluoromethylphenyl ether). Reaction SMILES: [CH3:1][C:2]1[CH:7]=[CH:6][C:5]([OH:8])=[CH:4][C:3]=1[S:9][CH2:10][CH2:11][CH3:12].[OH-].[K+].Br[C:16]1[CH:17]=[C:18]([C:22]([F:25])([F:24])[F:23])[CH:19]=[CH:20][CH:21]=1.O>CN(C)C(=O)C>[F:23][C:22]([F:25])([F:24])[C:18]1[CH:17]=[C:16]([O:8][C:5]2[CH:6]=[CH:7][C:2]([CH3:1])=[C:3]([S:9][CH2:10][CH2:11][CH3:12])[CH:4]=2)[CH:21]=[CH:20][CH:19]=1 |f:1.2|. Reported procedure: 4-Methyl-3-(n-propylthio)phenol (8.4 g, 0.05 mole) and 85.5 % potassium hydroxide (3.3 g, 0.05 mole) were dissolved in N,N-dimethylacetamide (50 ml) above 90° C. 3-Bromotrifluoromethylbenzene (11.2 g, 0.05 mole) and Cu powder (0.5 g, 0.008 mole) were added to this solution below 90° C and the mixture was stirred at 110°-160° C for 14 hr. After cooling, the reaction mixture was poured into water (150 ml) and extracted twice benzene. The combined organic layers were washed with 5 % sodium hydroxid...